Dataset: the Open Reaction Database (ORD), a public repository of structured organic reaction records. Task: describe an organic reaction: reactants, conditions, products, and yield The reactants are C(=C)C1=CC=C2C(=N1)COC2=O (2-vinyl-7H-furo[3,4-b]pyridin-5-one), Cl (HCl), FC=1C=C2CC(NC2=CC1)=O (5-fluoro-1,3-dihydro-indol-2-one), C[Si](C)(C)[N-][Si](C)(C)C.[Li+] (lithium bis(trimethylsilyl)amide), solution. Run in C1CCOC1 (THF), C1CCOC1 (THF). Run at time 15 minute. The product is C(C)N(CC)CC1=CC=C2C(=N1)COC2=C2C(NC1=CC=C(C=C21)F)=O (3-(2-Diethylaminomethyl-7H-furo[3,4-b]pyridin-5-ylidene)-5-fluoro-1,3-dihydro-indol-2-one). Yield: 31.1%. As a reaction SMILES: [F:1][C:2]1[CH:3]=[C:4]2[C:8](=[CH:9][CH:10]=1)[NH:7][C:6](=[O:11])[CH2:5]2.C[Si]([N-][Si](C)(C)C)(C)C.[Li+].[CH:22]([C:24]1[N:29]=[C:28]2[CH2:30][O:31][C:32](=O)[C:27]2=[CH:26][CH:25]=1)=C.Cl>C1COCC1>[CH2:6]([N:7]([CH2:22][C:24]1[N:29]=[C:28]2[CH2:30][O:31][C:32](=[C:5]3[C:4]4[C:8](=[CH:9][CH:10]=[C:2]([F:1])[CH:3]=4)[NH:7][C:6]3=[O:11])[C:27]2=[CH:26][CH:25]=1)[CH2:8][CH3:4])[CH3:5] |f:1.2|. Procedure details: A solution of 5-fluoro-1,3-dihydro-indol-2-one (3.38 g, 22.4 mmol.) in THF (100 mL) is treated with a solution of lithium bis(trimethylsilyl)amide (45 mL of a 1 M solution in THF, 45 mmol) dropwise. The resulting solution is stirred at room temperature for 15 min and then treated with 2-vinyl-7H-furo[3,4-b]pyridin-5-one (1.2 g, 7.45 mmol) in one portion. The reaction mixture is stirred at room temperature for 2 h. The reaction mixture is poured into a cold aqueous 2 N HCl solution (200 mL). The ...